This data is from the Open Reaction Database (ORD), a public repository of structured organic reaction records. The task is: describe an organic reaction: reactants, conditions, products, and yield Reactants: C1CCOC1, Cc1ccccc1, CCN(C(C)C)C(C)C, O=C(Cl)Cl, NCCc1ccc(Cl)cc1, O=C(O)c1ncccc1O. Product: O=C(NCCc1ccc(Cl)cc1)c1ncccc1O. RXN SMILES: [CH2:41]1[O:42][CH2:43][CH2:44][CH2:45]1.[CH3:15][c:16]1[cH:17][cH:18][cH:19][cH:20][cH:21]1.[CH:22]([N:23]([CH:24]([CH3:25])[CH3:26])[CH2:27][CH3:28])([CH3:29])[CH3:30].[Cl:11][C:12](=[O:13])[Cl:14].[Cl:31][c:32]1[cH:33][cH:34][c:35]([CH2:38][CH2:39][NH2:40])[cH:36][cH:37]1.[OH:1][c:2]1[c:3]([C:8](=[O:9])[OH:10])[n:4][cH:5][cH:6][cH:7]1>>[OH:1][c:2]1[c:3]([C:8](=[O:10])[NH:40][CH2:39][CH2:38][c:35]2[cH:34][cH:33][c:32]([Cl:31])[cH:37][cH:36]2)[n:4][cH:5][cH:6][cH:7]1. Starting materials: NCC(C)N (1,2-Diaminopropane), C(=O)=O (carbon dioxide). Yields the product C(N)(O)=O.NCC(C)N (1,2-diaminopropane carbamate). RXN SMILES: [NH2:1][CH2:2][CH:3]([NH2:5])[CH3:4].[C:6](=[O:8])=[O:7]>>[C:6](=[O:8])([OH:7])[NH2:1].[NH2:1][CH2:2][CH:3]([NH2:5])[CH3:4] |f:2.3|. Reported procedure: Sixty grams fumed silica (sold as "Cab-O-Sil" MS-7 by Cabot Corp.) were agitated in a 1-liter flat bottom reaction kettle under a carbon dioxide atmosphere. The kettle was fitted with a stirrer, a gas inlet and an inlet from a pump. 1,2-Diaminopropane and carbon dioxide were simultaneously added via the pump and gas inlets over a period of 7.5 hrs. while the temperature was kept at 25°-30° C. At the end of this time 211 g. of 1,2-diaminopropane carbamate had been formed. The reactants are C1CCOC1, Cc1cc(NC2=NCC3(CN4CCC3CC4)O2)ncc1Cl, O=C(OO)c1cccc(Cl)c1. Product: Cc1cc(NC2=NCC3(C[N+]4([O-])CCC3CC4)O2)ncc1Cl. Reaction SMILES: [CH2:33]1[O:34][CH2:35][CH2:36][CH2:37]1.[Cl:1][c:2]1[c:3]([CH3:21])[cH:4][c:5]([NH:8][C:9]2=[N:13][CH2:12][C:11]3([O:10]2)[CH2:14][N:15]2[CH2:16][CH2:17][CH:18]3[CH2:19][CH2:20]2)[n:6][cH:7]1.[OH:22][O:23][C:24]([c:25]1[cH:26][c:27]([Cl:28])[cH:29][cH:30][cH:31]1)=[O:32]>>[Cl:1][c:2]1[c:3]([CH3:21])[cH:4][c:5]([NH:8][C:9]2=[N:13][CH2:12][C:11]3([O:10]2)[CH2:14][N+:15]2([O-:22])[CH2:16][CH2:17][CH:18]3[CH2:19][CH2:20]2)[n:6][cH:7]1. Starting materials: C(C1=CC=CC=C1)(=O)N (benzamide), O.O.[OH-].C[N+](C)(C)C (tetramethylammonium hydroxide dihydrate), [N+](=O)([O-])C1=CC=CC=C1 (nitrobenzene). Reaction conditions: time 8 hour. Product: [N+](=O)([O-])C1=CC=C(C(=O)NC2=CC=CC=C2)C=C1 (4-nitrobenzanilide). Isolated yield 90.0%. RXN SMILES: C(N)(=O)[C:2]1[CH:7]=[CH:6]C=[CH:4][CH:3]=1.[OH2:10].O.[OH-].[CH3:13][N+:14]([CH3:17])(C)C.[N+:18]([C:21]1[CH:26]=[CH:25][CH:24]=[CH:23][CH:22]=1)([O-:20])=[O:19]>>[N+:18]([C:21]1[CH:26]=[CH:25][C:24]([C:13]([NH:14][C:17]2[CH:6]=[CH:7][CH:2]=[CH:3][CH:4]=2)=[O:10])=[CH:23][CH:22]=1)([O-:20])=[O:19] |f:1.2.3.4|. Procedure details: A three-necked round-bottom flask equipped with a Dean-Strak trap and gas inlet line was charged with benzamide (0.2 mole), tetramethylammonium hydroxide dihydrate (0.2 mole) and nitrobenzene (100 mL). The reaction wasstirred for 8 hours at 65° C. with a continuous stream of air sweeping the surface of the reaction. Approximately 5 mL of water and 40 mL of nitrobenzene was collected in the Dean-Stark trap. Another 100 mL ofnitrobenzene was added and the reaction was allowed to stir overnight. A ... Starting materials: N(CCO)CCO (2,2′-azanediyldiethanol), C(C)N(C1=CC(=C(C=C1)NC(C1=CC(C(=O)N(CCN(CCOCCOCCOCCNC(NCCN2CCOCC2)=O)C)C)=CC=C1)=O)C1=NC=CC(=C1)C(N[C@H]1CCCC2=CC=CC=C12)=O)CC ((S)—N1-(4-(diethylamino)-2-(4-(1,2,3,4-tetrahydronaphthalen-1-ylcarbamoyl)pyridin-2-yl)phenyl)-N3-methyl-N3-(17-methyl-1-morpholino-4-oxo-8,11,14-trioxa-3,5,17-triazanonadecan-19-yl)isophthalamide), N(CCO)CCO (2,2′-azanediyldiethanol), C(C)N(C1=CC(=C(C=C1)NC(=O)C=1C=C(C=CC1)C(N(CCN(CCOCCOCCOCCNC(OC1=CC=C(C=C1)[N+](=O)[O-])=O)C)C)=O)C1=NC=CC(=C1)C(N[C@H]1CCCC2=CC=CC=C12)=O)CC ((S)-4-nitrophenyl 1-(3-(4-(diethylamino)-2-(4-(1,2,3,4-tetrahydronaphthalen-1-ylcarbamoyl)pyridin-2-yl)phenylcarbamoyl)phenyl)-2,5-dimethyl-1-oxo-8,11,14-trioxa-2,5-diazahexadecan-16-ylcarbamate). Reagents/catalysts: CN(C1=CC=NC=C1)C (4-dimethylaminopyridine). Run in C(C)#N (acetonitrile). Reaction conditions: temperature 80 celsius, time 4 hour. The product is C(C)N(C1=CC(=C(C=C1)NC(C1=CC(C(=O)N(C)CCN(CCOCCOCCOCCNC(N(CCO)CCO)=O)C)=CC=C1)=O)C1=NC=CC(=C1)C(N[C@H]1CCCC2=CC=CC=C12)=O)CC ((S)—N1-(4-(diethylamino)-2-(4-(1,2,3,4-tetrahydronaphthalen-1-ylcarbamoyl)pyridin-2-yl)phenyl)-N3-(1-hydroxy-3-(2-hydroxyethyl)-17-methyl-4-oxo-8,11,14-trioxa-3,5,17-triazanonadecan-19-yl)-N3-methylisophthalamide). Reaction SMILES: [CH2:1]([N:3]([CH2:69][CH3:70])[C:4]1[CH:9]=[CH:8][C:7]([NH:10][C:11](=[O:49])[C:12]2[CH:48]=[CH:47][CH:46]=[C:14]([C:15]([N:17]([CH3:45])[CH2:18][CH2:19][N:20]([CH3:44])[CH2:21][CH2:22][O:23][CH2:24][CH2:25][O:26][CH2:27][CH2:28][O:29][CH2:30][CH2:31][NH:32][C:33](=[O:43])NCCN3CCOCC3)=[O:16])[CH:13]=2)=[C:6]([C:50]2[CH:55]=[C:54]([C:56](=[O:68])[NH:57][C@@H:58]3[C:67]4[C:62](=[CH:63][CH:64]=[CH:65][CH:66]=4)[CH2:61][CH2:60][CH2:59]3)[CH:53]=[CH:52][N:51]=2)[CH:5]=1)[CH3:2].[NH:71]([CH2:75][CH2:76][OH:77])[CH2:72][CH2:73][OH:74].C(N(CC)C1C=CC(NC(C2C=C(C(=O)N(C)CCN(C)CCOCCOCCOCCNC(=O)OC3C=CC([N+]([O-])=O)=CC=3)C=CC=2)=O)=C(C2C=C(C(=O)N[C@@H]3C4C(=CC=CC=4)CCC3)C=CN=2)C=1)C>C(#N)C.CN(C)C1C=CN=CC=1>[CH2:69]([N:3]([CH2:1][CH3:2])[C:4]1[CH:9]=[CH:8][C:7]([NH:10][C:11](=[O:49])[C:12]2[CH:48]=[CH:47][CH:46]=[C:14]([C:15]([N:17]([CH2:18][CH2:19][N:20]([CH3:44])[CH2:21][CH2:22][O:23][CH2:24][CH2:25][O:26][CH2:27][CH2:28][O:29][CH2:30][CH2:31][NH:32][C:33](=[O:43])[N:71]([CH2:75][CH2:76][OH:77])[CH2:72][CH2:73][OH:74])[CH3:45])=[O:16])[CH:13]=2)=[C:6]([C:50]2[CH:55]=[C:54]([C:56](=[O:68])[NH:57][C@@H:58]3[C:67]4[C:62](=[CH:63][CH:64]=[CH:65][CH:66]=4)[CH2:61][CH2:60][CH2:59]3)[CH:53]=[CH:52][N:51]=2)[CH:5]=1)[CH3:70]. Procedure: This compound was prepared according to the procedure described for the synthesis of (S)—N1-(4-(diethylamino)-2-(4-(1,2,3,4-tetrahydronaphthalen-1-ylcarbamoyl)pyridin-2-yl)phenyl)-N3-methyl-N3-(17-methyl-1-morpholino-4-oxo-8,11,14-trioxa-3,5,17-triazanonadecan-19-yl)isophthalamide Example 223 substituting 2,2′-azanediyldiethanol in place of 2-morpholinoethanamine. Into a 100-mL round-bottom flask, was placed a solution of (S)-4-nitrophenyl 1-(3-(4-(diethylamino)-2-(4-(1,2,3,4-tetrahydronaphthale... Reactants: COC(=O)c1sc(C#CC(C)(C)C)cc1N(C(=O)C1CCC(C)CC1)C1CCC(N)CC1, CN(C)c1ccncc1, CCN(C(C)C)C(C)C, O=C(Oc1ccc([N+](=O)[O-])cc1)OC1COC2OCCC12. Yields the product COC(=O)c1sc(C#CC(C)(C)C)cc1N(C(=O)C1CCC(C)CC1)C1CCC(NC(=O)OC2COC3OCCC23)CC1. RXN SMILES: [CH3:1][O:2][C:3](=[O:4])[c:5]1[s:6][c:7]([C:27]#[C:28][C:29]([CH3:30])([CH3:31])[CH3:32])[cH:8][c:9]1[N:10]([C:11](=[O:12])[CH:13]1[CH2:14][CH2:15][CH:16]([CH3:19])[CH2:17][CH2:18]1)[CH:20]1[CH2:21][CH2:22][CH:23]([NH2:26])[CH2:24][CH2:25]1.[CH3:63][N:64]([c:65]1[cH:66][cH:67][n:68][cH:69][cH:70]1)[CH3:71].[CH:54]([N:55]([CH2:56][CH3:57])[CH:58]([CH3:59])[CH3:60])([CH3:61])[CH3:62].[N+:33]([c:34]1[cH:35][cH:36][c:37]([O:42][C:43](=[O:38])[O:44][CH:45]2[CH2:46][O:47][CH:48]3[O:49][CH2:50][CH2:51][CH:52]23)[cH:39][cH:40]1)([O-:41])=[O:53]>>[CH3:1][O:2][C:3](=[O:4])[c:5]1[s:6][c:7]([C:27]#[C:28][C:29]([CH3:30])([CH3:31])[CH3:32])[cH:8][c:9]1[N:10]([C:11](=[O:12])[CH:13]1[CH2:14][CH2:15][CH:16]([CH3:19])[CH2:17][CH2:18]1)[CH:20]1[CH2:21][CH2:22][CH:23]([NH:26][C:43](=[O:42])[O:44][CH:45]2[CH2:46][O:47][CH:48]3[O:49][CH2:50][CH2:51][CH:52]23)[CH2:24][CH2:25]1. The reactants are COC=1C=C(C=O)C=C(C1)OC (3,5-Dimethoxybenzaldehyde), [N+](=O)(O)[O-] (nitric acid). Run at time 1 hour. The product is COC=1C(=C(C=O)C=C(C1)OC)[N+](=O)[O-] (3,5-Dimethoxy-2-nitro-benzaldehyde). The yield is 64.0%. Reaction SMILES: [CH3:1][O:2][C:3]1[CH:4]=[C:5]([CH:8]=[C:9]([O:11][CH3:12])[CH:10]=1)[CH:6]=[O:7].[N+:13]([O-])([OH:15])=[O:14]>>[CH3:12][O:11][C:9]1[C:8]([N+:13]([O-:15])=[O:14])=[C:5]([CH:4]=[C:3]([O:2][CH3:1])[CH:10]=1)[CH:6]=[O:7]. Procedure details: The 3,5-Dimethoxybenzaldehyde (0.5 g, 3 mmol) was added to 70% nitric acid (0.88 mL, 14.44 mmol) at 0° C. in portion. After stirring for 1 hour, the reaction mixture was quenched and extracted by water and CH2Cl2. The organic layers were combined and evaporated to give a residue, which was purified by flash chromatography (EtOAc:n-hexane=1:2.5) to give the brown crystals, yield 64%. mp 104.0-104.6° C., 1H NMR (500 MHz, CDCl3) δ 3.93 (s, 3H), 3.93 (s, 3H), 6.76 (d, J=2.4 Hz), 6.96 (d, J=2.4 Hz, 1... Reactants: ClC1=NC=2CCCCC2C=C1C(=O)OCC (ethyl 2-chloro-5,6,7,8-tetrahydroquinoline-3-carboxylate), C(C1=CC=CO1)N (furfurylamine). Run at temperature 130 celsius, time 12 hour. Product: O1C(=CC=C1)CNC1=NC=2CCCCC2C=C1C(=O)OCC (ethyl 2-[(furan-2-ylmethyl)amino]-5,6,7,8-tetrahydroquinoline-3-carboxylate). RXN SMILES: Cl[C:2]1[C:11]([C:12]([O:14][CH2:15][CH3:16])=[O:13])=[CH:10][C:9]2[CH2:8][CH2:7][CH2:6][CH2:5][C:4]=2[N:3]=1.[CH2:17]([NH2:23])[C:18]1[O:22][CH:21]=[CH:20][CH:19]=1>>[O:22]1[CH:21]=[CH:20][CH:19]=[C:18]1[CH2:17][NH:23][C:2]1[C:11]([C:12]([O:14][CH2:15][CH3:16])=[O:13])=[CH:10][C:9]2[CH2:8][CH2:7][CH2:6][CH2:5][C:4]=2[N:3]=1. Procedure: A mixture of ethyl 2-chloro-5,6,7,8-tetrahydroquinoline-3-carboxylate (500 mg) and furfurylamine (3.0, ml) was stirred in a sealed tube at 130° C. for 12 hr. The reaction mixture was subjected to silica gel column chromatography, and the fraction eluted with ethyl acetate-hexane (10:90-50:50) was concentrated under reduced pressure to give the object compound (683 mg). Starting materials: N[C@H]1[C@@H](C(OC2=C1C=C(C=C2)C#N)(C)C)O ((trans)-4-amino-3,4-dihydro-3-hydroxy-2,2-dimethyl-2H- 1-benzopyran-6-carbonitrile), C(#N)C=1C=CC2=C([C@H]([C@@H](C(O2)(C)C)O)N(C(N)=O)C=2C=C3CCCC3=CC2)C1 ((3S-trans)-3-(6-Cyano-3,4-dihydro-3-hydroxy-2,2-dimethyl-2H-1-benzopyran-4-yl)-N'-(2.3-dihydro-1-H-inden-5-yl)urea), CN(C)C=O (DMF). Product: C(#N)C=1C=CC2=C([C@H]([C@@H](C(O2)(C)C)O)NC(=O)NC=2C=C3CN(CC3=CC2)C)C1 ((3S-trans)-N-(6-cyano-3,4-dihydro-3-hydroxy-2,2-dimethyl-2H-1-benzopyran-4-yl)-N'-(2,3-dihydro-2-methyl-1H-isoindol-5-yl)urea). RXN SMILES: [NH2:1][C@@H:2]1[C:7]2[CH:8]=[C:9]([C:12]#[N:13])[CH:10]=[CH:11][C:6]=2[O:5][C:4]([CH3:15])([CH3:14])[C@H:3]1[OH:16].C(C1C=CC2OC(C)(C)[C@@H](O)[C@H]([N:31]([C:35]3[CH:36]=[C:37]4[C:41](=[CH:42][CH:43]=3)[CH2:40]C[CH2:38]4)[C:32](=[O:34])N)C=2C=1)#N.[CH3:45][N:46](C=O)C>>[C:12]([C:9]1[CH:10]=[CH:11][C:6]2[O:5][C:4]([CH3:14])([CH3:15])[C@@H:3]([OH:16])[C@H:2]([NH:1][C:32]([NH:31][C:35]3[CH:36]=[C:37]4[C:41](=[CH:42][CH:43]=3)[CH2:40][N:46]([CH3:45])[CH2:38]4)=[O:34])[C:7]=2[CH:8]=1)#[N:13]. Reported procedure: The title compound was prepared from (trans)-4-amino-3,4-dihydro-3-hydroxy-2,2-dimethyl-2H- 1-benzopyran-6-carbonitrile (0.42 g, 1.3 mmol, compound of example 1, part B) and title A compound by the procedure described in Example 8 to give a colorless solid, m.p. 220°-222° C. (foaming, started @ 155°). [αD ]=-12.8° (c=0.525, DMF).